From a dataset of the Open Reaction Database (ORD), a public repository of structured organic reaction records. describe an organic reaction: reactants, conditions, products, and yield The reactants are C, CCO, Cc1ccc2c(c1)NC(=O)C(NC(=O)OC(C)(C)C)CN2C1C=CCCC1, [Pd]. Yields the product Cc1ccc2c(c1)NC(=O)C(NC(=O)OC(C)(C)C)CN2C1CCCCC1. Reaction SMILES: [C:31].[CH3:28][CH2:29][OH:30].[O:1]=[C:2]1[CH:3]([NH:20][C:21](=[O:22])[O:23][C:24]([CH3:25])([CH3:26])[CH3:27])[CH2:4][N:5]([CH:14]2[CH:15]=[CH:16][CH2:17][CH2:18][CH2:19]2)[c:6]2[c:7]([cH:9][c:10]([CH3:13])[cH:11][cH:12]2)[NH:8]1.[Pd:32]>>[O:1]=[C:2]1[CH:3]([NH:20][C:21](=[O:22])[O:23][C:24]([CH3:25])([CH3:26])[CH3:27])[CH2:4][N:5]([CH:14]2[CH2:15][CH2:16][CH2:17][CH2:18][CH2:19]2)[c:6]2[c:7]([cH:9][c:10]([CH3:13])[cH:11][cH:12]2)[NH:8]1. Starting materials: C1CCOC1, CO, [Cl-], O=[N+]([O-])c1ccc(-c2ccccc2)nc1, [NH4+], O, [Zn]. The product is Nc1ccc(-c2ccccc2)nc1. RXN SMILES: [CH2:20]1[O:21][CH2:22][CH2:23][CH2:24]1.[CH3:18][OH:19].[Cl-:16].[N+:1]([O-:2])(=[O:3])[c:4]1[cH:5][cH:6][c:7](-[c:10]2[cH:11][cH:12][cH:13][cH:14][cH:15]2)[n:8][cH:9]1.[NH4+:17].[OH2:25].[Zn:26]>>[NH2:1][c:4]1[cH:5][cH:6][c:7](-[c:10]2[cH:11][cH:12][cH:13][cH:14][cH:15]2)[n:8][cH:9]1. The reactants are C(CCCCCCCCCCCCCCCCC)C(CC1=C(C=CC(=C1)OC)OC)CCCCCCCCCCCCCCCCCC (2-octadecyleicosanyl-p-dimethoxybenzene), [Na] (sodium), N (ammonia). Product: C(CCCCCCCCCCCCCCCCC)C(CC1C(CCC(C1)=O)=O)CCCCCCCCCCCCCCCCCC (2-octadecyl-eicosanyl-cyclohexane-1,4-dione). Reaction SMILES: [CH2:1]([CH:19]([CH2:31][CH2:32][CH2:33][CH2:34][CH2:35][CH2:36][CH2:37][CH2:38][CH2:39][CH2:40][CH2:41][CH2:42][CH2:43][CH2:44][CH2:45][CH2:46][CH2:47][CH3:48])[CH2:20][C:21]1[CH:26]=[C:25]([O:27]C)[CH:24]=[CH:23][C:22]=1[O:29]C)[CH2:2][CH2:3][CH2:4][CH2:5][CH2:6][CH2:7][CH2:8][CH2:9][CH2:10][CH2:11][CH2:12][CH2:13][CH2:14][CH2:15][CH2:16][CH2:17][CH3:18].[Na].N>>[CH2:31]([CH:19]([CH2:1][CH2:2][CH2:3][CH2:4][CH2:5][CH2:6][CH2:7][CH2:8][CH2:9][CH2:10][CH2:11][CH2:12][CH2:13][CH2:14][CH2:15][CH2:16][CH2:17][CH3:18])[CH2:20][CH:21]1[CH2:26][C:25](=[O:27])[CH2:24][CH2:23][C:22]1=[O:29])[CH2:32][CH2:33][CH2:34][CH2:35][CH2:36][CH2:37][CH2:38][CH2:39][CH2:40][CH2:41][CH2:42][CH2:43][CH2:44][CH2:45][CH2:46][CH2:47][CH3:48] |^1:48|. Procedure details: 10 m mol of 2-octadecyleicosanyl-p-dimethoxybenzene was treated with sodium in liquid ammonia, thus forming 7.2 m mol of 2-octadecyl-eicosanyl-cyclohexane-1,4-dione. This product, 6 m mol, was reacted with 13 m mol of malononitrile. The resultant reaction product was treated with bromine in pridine, thus obtaining 7 m mol of 2-octadecyleicosanyl-tetracyanoquinodimethane, which is represented by the following formula: ##STR47## The reactants are [N+](=O)(O)[O-] (nitric acid), S(O)(O)(=O)=O (sulphuric acid), BrC1=CC2=C(OC(C(O2)(F)F)(F)F)C=C1Br (6,7-dibromo-2,2,3,3-tetrafluoro-benzo (1.4)dioxane). Conditions: temperature 5 celsius, time 4 hour. Yields the product BrC1=C(C2=C(OC(C(O2)(F)F)(F)F)C=C1Br)[N+](=O)[O-] (6,7-dibromo-5-nitro-2,2,3,3-tetrafluoro-benzo(1.4)dioxane). The yield is 88.0%. Reaction SMILES: [N+:1]([O-:4])(O)=[O:2].S(=O)(=O)(O)O.[Br:10][C:11]1[C:24]([Br:25])=[CH:23][C:14]2[O:15][C:16]([F:22])([F:21])[C:17]([F:20])([F:19])[O:18][C:13]=2[CH:12]=1>>[Br:25][C:24]1[C:11]([Br:10])=[CH:12][C:13]2[O:18][C:17]([F:20])([F:19])[C:16]([F:21])([F:22])[O:15][C:14]=2[C:23]=1[N+:1]([O-:4])=[O:2]. Reported procedure: A precooled mixture of 19 ml of nitric acid and 26 ml of concentrated sulphuric acid is slowly added dropwise at 5° C. to 73 g (0.2 mol) of 6,7-dibromo-2,2,3,3-tetrafluoro-benzo (1.4)dioxane. The mixture is subsequently stirred at 5° C. for 4 hours, poured onto ice and extracted thoroughly with ether, the extract is washed with water and sodium hydrogen carbonate solution (until neutral), and dried over magnesium sulphate, and the ether is removed. 72 g (88% of theory) of 6,7-dibromo-5-nitro-2,2... Starting materials: FC1=CC=C(C=C1)C(CC(=O)OCC)C (ethyl 3-(4-fluorophenyl)butyrate), [OH-].[K+] (potassium hydroxide). Solvent: O (water). Yields the product FC1=CC=C(C=C1)C(CC(=O)O)C (3-(4-fluorophenyl)butyric acid). The yield is 88.1%. RXN SMILES: [F:1][C:2]1[CH:7]=[CH:6][C:5]([CH:8]([CH3:15])[CH2:9][C:10]([O:12]CC)=[O:11])=[CH:4][CH:3]=1.[OH-].[K+]>O>[F:1][C:2]1[CH:3]=[CH:4][C:5]([CH:8]([CH3:15])[CH2:9][C:10]([OH:12])=[O:11])=[CH:6][CH:7]=1 |f:1.2|. Procedure details: A solution of ethyl 3-(4-fluorophenyl)butyrate (45.3 g, 0.215 mol), 85% potassium hydroxide (14.22 g, 0.215 mol, Mallinckrodt) in 200 ml of deionized water was refluxed for 2 h, concentrated by spin evaporation in vacuo, made acidic (pH 3) with 12N hydrochloric acid (Mallinckrodt), and extracted with dichloromethane (4×200 ml). The dichloromethane layers were combined, washed with deionized water (50 ml), and concentrated by spin evaporation in vacuo. The residue was crystallized from dichlorome...